This data is from the Open Reaction Database (ORD), a public repository of structured organic reaction records. The task is: describe an organic reaction: reactants, conditions, products, and yield Reactants: N1C=CC=2C1=NC=CC2 (1H-pyrrolo[2,3-b]pyridine), C=O (formaldehyde), FC1=C(C=CC=C1)N1CCNCC1 (1-(2-flurophenyl)piperazine), C(C)(=O)[O-].[Na+] (sodium acetate). Product: FC1=C(C=CC=C1)N1CCN(CC1)CC1=CNC2=NC=CC=C21 (3-{[4-(2-fluorophenyl)-1-piperazinyl]methyl}-1H-pyrrolo[2,3-b]pyridine). RXN SMILES: [NH:1]1[C:5]2=[N:6][CH:7]=[CH:8][CH:9]=[C:4]2[CH:3]=[CH:2]1.[F:10][C:11]1[CH:16]=[CH:15][CH:14]=[CH:13][C:12]=1[N:17]1[CH2:22][CH2:21][NH:20][CH2:19][CH2:18]1.[C:23]([O-])(=O)C.[Na+].C=O>>[F:10][C:11]1[CH:16]=[CH:15][CH:14]=[CH:13][C:12]=1[N:17]1[CH2:22][CH2:21][N:20]([CH2:23][C:3]2[C:4]3[C:5](=[N:6][CH:7]=[CH:8][CH:9]=3)[NH:1][CH:2]=2)[CH2:19][CH2:18]1 |f:2.3|. Procedure details: 1H-pyrrolo[2,3-b]pyridine (47 mg, 0.40 mmol), 1-(2-flurophenyl)piperazine (72.0 mg, 0.48 mmol), sodium acetate (72 mg, 0.53 mmol), and formaldehyde (0.48 mmol) were processed as described in Example 18 to provide the title compound. 1H NMR (300 MHz, DMSO-d6) δ 2.62 (m, 4H) 3.14 (m, 4H) 4.03 (s, 2H) 5.60 (s, 1H) 7.09 (m, 3H) 7.14 (m, 2H) 8.06 (dd, J=8.31, 1.53 Hz, 1H) 8.20 (dd, J=4.75, 1.70 Hz, 1H). (ESI) m/z 311 (M+H)+.